Dataset: the Open Reaction Database (ORD), a public repository of structured organic reaction records. Task: describe an organic reaction: reactants, conditions, products, and yield Starting materials: CC(C)(C)OC(=O)N1CCNCC1, O=C([O-])[O-], CC#N, [I-], [K+], [K+], [Na+], O, O=S(=O)(c1ccccc1)c1ccc2c(c1)CCCC2Cl. Yields the product CC(C)(C)OC(=O)N1CCN(C2CCCc3cc(S(=O)(=O)c4ccccc4)ccc32)CC1. As a reaction SMILES: [C:21]([CH3:22])([CH3:23])([CH3:24])[O:25][C:26](=[O:27])[N:28]1[CH2:29][CH2:30][NH:31][CH2:32][CH2:33]1.[C:36](=[O:37])([O-:38])[O-:39].[CH3:43][C:44]#[N:45].[I-:35].[K+:40].[K+:41].[Na+:34].[OH2:42].[c:1]1([S:7](=[O:8])(=[O:9])[c:10]2[cH:11][c:12]3[c:17]([cH:18][cH:19]2)[CH:16]([Cl:20])[CH2:15][CH2:14][CH2:13]3)[cH:2][cH:3][cH:4][cH:5][cH:6]1>>[c:1]1([S:7](=[O:8])(=[O:9])[c:10]2[cH:11][c:12]3[c:17]([cH:18][cH:19]2)[CH:16]([N:31]2[CH2:30][CH2:29][N:28]([C:26]([O:25][C:21]([CH3:22])([CH3:23])[CH3:24])=[O:27])[CH2:33][CH2:32]2)[CH2:15][CH2:14][CH2:13]3)[cH:2][cH:3][cH:4][cH:5][cH:6]1. The reactants are CCC1SC(=O)N(Cc2ccc([N+](=O)[O-])cc2)N=C1c1ccc(OC)c(OC)c1, C1CCOC1. Product: CCC1SC(=O)N(Cc2ccc(N)cc2)N=C1c1ccc(OC)c(OC)c1. Reaction SMILES: [N+:1]([O-:2])(=[O:3])[c:4]1[cH:5][cH:6][c:7]([CH2:8][N:9]2[C:10](=[O:27])[S:11][CH:12]([CH2:25][CH3:26])[C:13]([c:15]3[cH:16][c:17]([O:23][CH3:24])[c:18]([O:21][CH3:22])[cH:19][cH:20]3)=[N:14]2)[cH:28][cH:29]1.[O:30]1[CH2:31][CH2:32][CH2:33][CH2:34]1>>[NH2:1][c:4]1[cH:5][cH:6][c:7]([CH2:8][N:9]2[C:10](=[O:27])[S:11][CH:12]([CH2:25][CH3:26])[C:13]([c:15]3[cH:16][c:17]([O:23][CH3:24])[c:18]([O:21][CH3:22])[cH:19][cH:20]3)=[N:14]2)[cH:28][cH:29]1.